From a dataset of the Open Reaction Database (ORD), a public repository of structured organic reaction records. describe an organic reaction: reactants, conditions, products, and yield Starting materials: NC1=CC2=C(CCCC(C2)=O)C=C1 (3-amino-6,7,8,9-tetrahydro-5H-benzocyclohepten-6-one), S(O)(O)(=O)=O (sulfuric acid), cuprous bromide, [Br-].[Na+] (sodium bromide), [N+](=O)([O-])[O-].[Na+] (sodium nitrate), ice water. The yield is 49.3%. Run in C(C)(=O)O (acetic acid), O (water), Br (hydrobromic acid), O (water), O (water), C(Cl)(Cl)Cl (chloroform). Product: BrC1=CC2=C(CCCC(C2)=O)C=C1 (3-bromo-6,7,8,9-tetrahydro-5H-benzocyclohepten-6-one). Conditions: time 1 hour. As a reaction SMILES: N[C:2]1[CH:13]=[CH:12][C:5]2[CH2:6][CH2:7][CH2:8][C:9](=[O:11])[CH2:10][C:4]=2[CH:3]=1.S(=O)(=O)(O)O.[N+]([O-])([O-])=O.[Na+].[Br-:24].[Na+]>C(O)(=O)C.O.Br.C(Cl)(Cl)Cl>[Br:24][C:2]1[CH:13]=[CH:12][C:5]2[CH2:6][CH2:7][CH2:8][C:9](=[O:11])[CH2:10][C:4]=2[CH:3]=1 |f:2.3,4.5|. Reported procedure: To a solution of 3-amino-6,7,8,9-tetrahydro-5H-benzocyclohepten-6-one (9.42 g) in a mixture of acetic acid (1.85 ml), conc. sulfuric acid (9.24 ml) and water (24.56 ml) was added portionwise a solution of sodium nitrate (4.08 g) in water (6.00 ml) with ice salt bath cooling and the whole was stirred for 1 hour. The solution was added to a solution of cuprous bromide (10.02 g) and sodium bromide (9.40 g) in a mixture of 47% hydrobromic acid (27.72 ml) and water (61.52 ml) at 75° C. and the whole ... Starting materials: BrCCCCCC (1-bromohexane), 10, N=1CCN2C1SC1=C2C=CC(=C1)NC=C(C(=O)OCC)C(=O)OCC (diethyl 2-[(2,3-dihydroimidazo[2,1-b]benzothiazol-7-ylamino)methylene]propanedioate), [H-].[Na+] (sodium hydride). The solvent is CN(P(N(C)C)(N(C)C)=O)C (hexamethylphosphoric triamide). Run at temperature 50 celsius. Yields the product [Br-].C(C)OC(=O)C(=CN(C1=CC2=C(N3C(S2)=[N+](CC3)CCCCCC)C=C1)CCCCCC)C(=O)OCC (7-{[2,2-bis(ethoxycarbonyl)ethenyl]hexylamino}-1-hexyl-2,3-dihydroimidazo[2,1-b]benzothiazolium bromide). Reaction SMILES: [N:1]1[CH2:2][CH2:3][N:4]2[C:8]3[CH:9]=[CH:10][C:11]([NH:13][CH:14]=[C:15]([C:21]([O:23][CH2:24][CH3:25])=[O:22])[C:16]([O:18][CH2:19][CH3:20])=[O:17])=[CH:12][C:7]=3[S:6][C:5]=12.[H-].[Na+].[Br:28][CH2:29][CH2:30][CH2:31][CH2:32][CH2:33][CH3:34]>CN(C)P(=O)(N(C)C)N(C)C>[Br-:28].[CH2:19]([O:18][C:16]([C:15]([C:21]([O:23][CH2:24][CH3:25])=[O:22])=[CH:14][N:13]([CH2:11][CH2:12][CH2:7][CH2:8][CH2:9][CH3:10])[C:11]1[CH:10]=[CH:9][C:8]2[N:4]3[CH2:3][CH2:2][N+:1]([CH2:29][CH2:30][CH2:31][CH2:32][CH2:33][CH3:34])=[C:5]3[S:6][C:7]=2[CH:12]=1)=[O:17])[CH3:20] |f:1.2,5.6|. Procedure: To a stirred mixture of 10 parts of diethyl 2-[(2,3-dihydroimidazo[2,1-b]benzothiazol-7-ylamino)methylene]propanedioate, 1.1 parts of sodium hydride dispersion 76.8% and 100 parts of hexamethylphosphoric triamide are added 13.2 parts of 1-bromohexane. The whole is stirred over weekend at 50° C. The reaction mixture is poured onto methylbenzene. The latter is washed three times with water, dried, filtered and evaporated. The residue solidifies on triturating in 1,1'-oxybisethane. The product is f... Reactants: NCCC1=CC=C(OC(C(=O)OCC)(C)C)C=C1 (ethyl 2-[4-(2-aminoethyl)-phenoxy]-2-methylpropionate), ClC1=CC=C(C=C1)S(=O)(=O)Cl (4-chlorobenzenesulphonyl chloride). The product is ClC1=CC=C(C=C1)S(=O)(=O)NCCC1=CC=C(OC(C(=O)OCC)(C)C)C=C1 (ethyl 2-{4-[2-(4-chlorobenzenesulphonylamino)-ethyl]-phenoxy}-2-methylpropionate). Yield: 69.0%. As a reaction SMILES: [NH2:1][CH2:2][CH2:3][C:4]1[CH:18]=[CH:17][C:7]([O:8][C:9]([CH3:16])([CH3:15])[C:10]([O:12][CH2:13][CH3:14])=[O:11])=[CH:6][CH:5]=1.[Cl:19][C:20]1[CH:25]=[CH:24][C:23]([S:26](Cl)(=[O:28])=[O:27])=[CH:22][CH:21]=1>>[Cl:19][C:20]1[CH:25]=[CH:24][C:23]([S:26]([NH:1][CH2:2][CH2:3][C:4]2[CH:5]=[CH:6][C:7]([O:8][C:9]([CH3:15])([CH3:16])[C:10]([O:12][CH2:13][CH3:14])=[O:11])=[CH:17][CH:18]=2)(=[O:28])=[O:27])=[CH:22][CH:21]=1. Procedure details: By the reaction of ethyl 2-[4-(2-aminoethyl)-phenoxy]-2-methylpropionate with 4-chlorobenzenesulphonyl chloride in a manner analogous to that described in Example 2, there is obtained, in a yield of 69% of theory, colorless ethyl 2-{4-[2-(4-chlorobenzenesulphonylamino)-ethyl]-phenoxy}-2-methylpropionate in the form of a viscous oil. From this there is obtained, by hydrolysis: The reactants are [BH3-]C#N, CC(C)(C)OC(=O)N1CCC(CNCC2CCN(C(=O)OC(C)(C)C)CC2)CC1, C=O, CC#N, CC(=O)O, [Na+], [Na+], [OH-]. Yields the product CN(CC1CCN(C(=O)OC(C)(C)C)CC1)CC1CCN(C(=O)OC(C)(C)C)CC1. As a reaction SMILES: [C:3]([BH3-:4])#[N:5].[C:7]([CH3:8])([CH3:9])([CH3:10])[O:11][C:12](=[O:13])[N:14]1[CH2:15][CH2:16][CH:17]([CH2:20][NH:21][CH2:22][CH:23]2[CH2:24][CH2:25][N:26]([C:29](=[O:30])[O:31][C:32]([CH3:33])([CH3:34])[CH3:35])[CH2:27][CH2:28]2)[CH2:18][CH2:19]1.[CH2:1]=[O:2].[CH3:38][C:39]#[N:40].[CH3:41][C:42](=[O:43])[OH:44].[Na+:37].[Na+:6].[OH-:36]>>[CH3:3][N:21]([CH2:20][CH:17]1[CH2:16][CH2:15][N:14]([C:12]([O:11][C:7]([CH3:8])([CH3:9])[CH3:10])=[O:13])[CH2:19][CH2:18]1)[CH2:22][CH:23]1[CH2:24][CH2:25][N:26]([C:29](=[O:30])[O:31][C:32]([CH3:33])([CH3:34])[CH3:35])[CH2:27][CH2:28]1. Reactants: CC(=O)OC(C)C, C[Si](C)(C)[N-][Si](C)(C)C, Cn1c(=O)c(F)c(Cl)c2c(=O)n(CC3COC(C)(C)O3)cnc21, Nc1ccc(I)cc1F, [Li+], C1CCOC1. Product: Cn1c(=O)c(F)c(Nc2ccc(I)cc2F)c2c(=O)n(CC3COC(C)(C)O3)cnc21. As a reaction SMILES: [C:48]([O:49][CH:50]([CH3:51])[CH3:52])(=[O:53])[CH3:54].[CH3:38][Si:39]([CH3:40])([CH3:41])[N-:42][Si:43]([CH3:44])([CH3:45])[CH3:46].[Cl:1][c:2]1[c:3]([F:23])[c:4](=[O:22])[n:5]([CH3:21])[c:6]2[n:7][cH:8][n:9]([CH2:13][CH:14]3[O:15][C:16]([CH3:19])([CH3:20])[O:17][CH2:18]3)[c:10](=[O:12])[c:11]12.[F:24][c:25]1[c:26]([NH2:27])[cH:28][cH:29][c:30]([I:32])[cH:31]1.[Li+:47].[O:33]1[CH2:34][CH2:35][CH2:36][CH2:37]1>>[c:2]1([NH:27][c:26]2[c:25]([F:24])[cH:31][c:30]([I:32])[cH:29][cH:28]2)[c:3]([F:23])[c:4](=[O:22])[n:5]([CH3:21])[c:6]2[n:7][cH:8][n:9]([CH2:13][CH:14]3[O:15][C:16]([CH3:19])([CH3:20])[O:17][CH2:18]3)[c:10](=[O:12])[c:11]12.